This data is from the Open Reaction Database (ORD), a public repository of structured organic reaction records. The task is: describe an organic reaction: reactants, conditions, products, and yield Reactants: CCOC(C)=O, CCCCCC, Cc1c(NC(=O)OCC(Cl)(Cl)Cl)c(C)c2c(c1-c1ccccc1)OCC2c1ccc(C(C)C)cc1, CC(C)(N)CO. Yields the product Cc1c(NC(=O)NC(C)(C)CO)c(C)c2c(c1-c1ccccc1)OCC2c1ccc(C(C)C)cc1. RXN SMILES: [C:42]([O:43][CH2:44][CH3:45])(=[O:46])[CH3:47].[CH3:48][CH2:49][CH2:50][CH2:51][CH2:52][CH3:53].[CH:1]([CH3:2])([CH3:3])[c:4]1[cH:5][cH:6][c:7]([CH:10]2[CH2:11][O:12][c:13]3[c:14]2[c:15]([CH3:35])[c:16]([NH:26][C:27]([O:28][CH2:29][C:30]([Cl:31])([Cl:32])[Cl:33])=[O:34])[c:17]([CH3:25])[c:18]3-[c:19]2[cH:20][cH:21][cH:22][cH:23][cH:24]2)[cH:8][cH:9]1.[NH2:36][C:37]([CH2:38][OH:39])([CH3:40])[CH3:41]>>[CH:1]([CH3:2])([CH3:3])[c:4]1[cH:5][cH:6][c:7]([CH:10]2[CH2:11][O:12][c:13]3[c:14]2[c:15]([CH3:35])[c:16]([NH:26][C:27](=[O:34])[NH:36][C:37]([CH2:38][OH:39])([CH3:40])[CH3:41])[c:17]([CH3:25])[c:18]3-[c:19]2[cH:20][cH:21][cH:22][cH:23][cH:24]2)[cH:8][cH:9]1.